From a dataset of the Open Reaction Database (ORD), a public repository of structured organic reaction records. describe an organic reaction: reactants, conditions, products, and yield Product: CN(C)CC1=CC2=C(CN(CC2)C(CCCCCC2=CC=C(C=C2)F)=O)O1 (1-(2-dimethylaminomethyl-5,7-dihydro-4H-furo[2,3-c]pyridin-6-yl)-6-(4-fluorophenyl)hexan-1-one). Run at temperature 100 celsius, time 60 minute. Procedure details: To a solution of 0.280 g (0.888 mmol) of 1-(5,7-dihydro-4H-furo[2,3-c]pyridin-6-yl)-6-(4-fluorophenyl) hexan-1-one in 20 ml of acetic acid, 0.120 ml (1.33 mmol) of 50% aqueous dimethylamine and 0.108 ml (1.33 mmol) of 37% aqueous formaldehyde were added, followed by stirring at 100° C. for 60 minutes. After the solvent was distilled off under reduced pressure, the residual solution was alkalified with 5% aqueous sodium hydrogen carbonate, and extracted with dichloromethane 2 times. The combined ... The reactants are O1C=CC2=C1CN(CC2)C(CCCCCC2=CC=C(C=C2)F)=O (1-(5,7-dihydro-4H-furo[2,3-c]pyridin-6-yl)-6-(4-fluorophenyl) hexan-1-one), CNC (dimethylamine), C=O (formaldehyde). RXN SMILES: [O:1]1[C:5]2[CH2:6][N:7]([C:10](=[O:23])[CH2:11][CH2:12][CH2:13][CH2:14][CH2:15][C:16]3[CH:21]=[CH:20][C:19]([F:22])=[CH:18][CH:17]=3)[CH2:8][CH2:9][C:4]=2[CH:3]=[CH:2]1.[CH3:24][NH:25][CH3:26].[CH2:27]=O>C(O)(=O)C>[CH3:24][N:25]([CH2:27][C:2]1[O:1][C:5]2[CH2:6][N:7]([C:10](=[O:23])[CH2:11][CH2:12][CH2:13][CH2:14][CH2:15][C:16]3[CH:17]=[CH:18][C:19]([F:22])=[CH:20][CH:21]=3)[CH2:8][CH2:9][C:4]=2[CH:3]=1)[CH3:26]. Run in C(C)(=O)O (acetic acid).